Dataset: the Open Reaction Database (ORD), a public repository of structured organic reaction records. Task: describe an organic reaction: reactants, conditions, products, and yield The reactants are NC1=C(C(=O)C2=C(C=CC=C2)Cl)C=C(C=C1)Cl (2-amino-2', 5-dichlorobenzophenone), BrCC(=O)Cl (bromacetyl chloride). The solvent is C(C)OCC (ethyl ether), C(C)OCC (ethyl ether). Yields the product BrCC(=O)NC1=C(C(=O)C2=C(C=CC=C2)Cl)C=C(C=C1)Cl (2-bromacetamido-2', 5-dichlorobenzophenone). As a reaction SMILES: [NH2:1][C:2]1[CH:16]=[CH:15][C:14]([Cl:17])=[CH:13][C:3]=1[C:4]([C:6]1[CH:11]=[CH:10][CH:9]=[CH:8][C:7]=1[Cl:12])=[O:5].[Br:18][CH2:19][C:20](Cl)=[O:21]>C(OCC)C>[Br:18][CH2:19][C:20]([NH:1][C:2]1[CH:16]=[CH:15][C:14]([Cl:17])=[CH:13][C:3]=1[C:4]([C:6]1[CH:11]=[CH:10][CH:9]=[CH:8][C:7]=1[Cl:12])=[O:5])=[O:21]. Procedure: To an iced solution of 266 g (1 mol) of 2-amino-2', 5-dichlorobenzophenone in 3 liters of ethyl ether there are added, drop by drop, 90 cc (1.1 mol) of bromacetyl chloride dissolved in 500 cc of ethyl ether. The batch is allowed to come to room temperature, whereupon it is evaporated to dryness and the crystalline residue extracted with petroleum ether and filtered. In this manner, 371 g of crystals are recovered. Reactants: Cl.COC([C@@H](CCC)N)=O ((R)-2-amino-pentanoic acid methyl ester hydrochloride), C(C)[C@H]1N(C[C@@H](NC1)C)CC1=CC=C(C=C1)OC ((2R,5S)-2-ethyl-1-(4-methoxy-benzyl)-5-methyl-piperazine). The product is COC1=CC=C(CN2[C@@H](CN[C@H](C2)C)CCC)C=C1 ((2R,5S)-1-(4-Methoxy-benzyl)-5-methyl-2-propyl-piperazine). As a reaction SMILES: Cl.[CH3:2]OC(=O)[C@H](N)CCC.[CH2:11]([C@@H:13]1[CH2:18][NH:17][C@@H:16]([CH3:19])[CH2:15][N:14]1[CH2:20][C:21]1[CH:26]=[CH:25][C:24]([O:27][CH3:28])=[CH:23][CH:22]=1)[CH3:12]>>[CH3:28][O:27][C:24]1[CH:23]=[CH:22][C:21]([CH2:20][N:14]2[CH2:15][C@H:16]([CH3:19])[NH:17][CH2:18][C@H:13]2[CH2:11][CH2:12][CH3:2])=[CH:26][CH:25]=1 |f:0.1|. Procedure: (2R,5S)-1-(4-Methoxy-benzyl)-5-methyl-2-propyl-piperazine was prepared from (R)-2-amino-pentanoic acid methyl ester hydrochloride in analogy to the synthesis of (2R,5S)-2-ethyl-1-(4-methoxy-benzyl)-5-methyl-piperazine. Reaction SMILES: [O:1]=[C:2]1[CH2:7][NH:6][CH2:5][CH2:4][N:3]1[CH2:8][C:9]1[CH:10]=[C:11]2[C:16](=[CH:17][CH:18]=1)[NH:15][C:14](=[O:19])[CH:13]=[CH:12]2.NC1C=CC2C(=CC=C(CN3CCNCC3=O)C=2)N=1.[Cl:39][C:40]1[CH:41]=[CH:42][C:43]2[CH:47]=[C:46]([S:48](Cl)(=[O:50])=[O:49])[S:45][C:44]=2[CH:52]=1>>[Cl:39][C:40]1[CH:41]=[CH:42][C:43]2[CH:47]=[C:46]([S:48]([N:6]3[CH2:5][CH2:4][N:3]([CH2:8][C:9]4[CH:10]=[C:11]5[C:16](=[CH:17][CH:18]=4)[NH:15][C:14](=[O:19])[CH:13]=[CH:12]5)[C:2](=[O:1])[CH2:7]3)(=[O:50])=[O:49])[S:45][C:44]=2[CH:52]=1. The reactants are O=C1N(CCNC1)CC=1C=C2C=CC(NC2=CC1)=O (6-(2-oxopiperazin-1-ylmethyl)-1H-quinolin-2-one), NC1=NC2=CC=C(C=C2C=C1)CN1C(CNCC1)=O (1-(2-Aminoquinolin-6-ylmethyl)piperazin-2-one), ClC=1C=CC2=C(SC(=C2)S(=O)(=O)Cl)C1 (6-chlorobenzo[b]thiophene-2-sulfonyl chloride). Product: ClC=1C=CC2=C(SC(=C2)S(=O)(=O)N2CC(N(CC2)CC=2C=C3C=CC(NC3=CC2)=O)=O)C1 (6-[4-(6-Chlorobenzo[b]thiophene-2-sulfonyl)-2-oxopiperazin-1-ylmethyl]-1H-quinolin-2-one). Procedure details: The title compound is prepared as described in EXAMPLE 101,using 6-(2-oxopiperazin-1-ylmethyl)-1H-quinolin-2-one, minor product from EXAMPLE 67, Part D, and 6-chlorobenzo[b]thiophene-2-sulfonyl chloride, EXAMPLE 1. The crude product is triturated in CH2Cl2 and filtered to provide the title compound as a white solid. 1H NMR (d6-DMSO, 300 MHz) δ11.72 (bs, 1H), 8.33 (s, 1H), 8.18 (s, 1H), 8.07 (d, 1H), 7.78 (d, 1H), 7.58 (dd, 1H), 7.45 (s, 1H), 7.30 (dd, 1H), 7.18 (d, 1H), 6.46 (d, 1H), 4.52 (s, 2H... The reactants are NO (Hydroxylamine), [OH-].[Na+] (sodium hydroxide), C(C1=CC(C#N)=CC=C1)#N (isophthalonitrile). Run in C(C)O (ethanol), C(C)O (ethanol). Yields the product C(#N)C=1C=C(C(N)=NO)C=CC1 (3-Cyano-N′-hydroxybenzimidamide). Reaction SMILES: [NH2:1][OH:2].[OH-].[Na+].[C:5](#[N:14])[C:6]1[CH:13]=[CH:12][CH:11]=[C:8]([C:9]#[N:10])[CH:7]=1>C(O)C>[C:9]([C:8]1[CH:7]=[C:6]([CH:13]=[CH:12][CH:11]=1)[C:5](=[N:1][OH:2])[NH2:14])#[N:10] |f:1.2|. Procedure details: Hydroxylamine (Aldrich, 7.65 g, 100 mmol) in ethanol (100 mL) was treated with 10 N sodium hydroxide (10 mL, 100 mmol). To this solution, isophthalonitrile (Aldrich, 12.8 g, 100 mmol) in 100 mL ethanol was added. The reaction mixture was heated to reflux for 3 hours and then cooled to room temperature. The solvent was removed under vacuum and the residue was purified with flash column chromatography (5% methanol/dichloromethane) to provide the titled compound. 1H NMR (300 MHz, DMSO-d6) δ 5.98 (b...